Dataset: the Open Reaction Database (ORD), a public repository of structured organic reaction records. Task: describe an organic reaction: reactants, conditions, products, and yield Starting materials: [Br-], [Li]CCCC, C1CCOC1, CCCCCC, CCOC(C)=O, COC(=O)c1ccc(CCC(C=O)CCc2ccc(C(=O)OC)cc2)cc1, [Cl-], [NH4+], O, Oc1ccccc1C[P+](c1ccccc1)(c1ccccc1)c1ccccc1. The product is COC(=O)c1ccc(CCC(C=Cc2ccccc2O)CCc2ccc(C(=O)OC)cc2)cc1. RXN SMILES: [Br-:6].[CH2:1]([Li:2])[CH2:3][CH2:4][CH3:5].[CH2:69]1[O:70][CH2:71][CH2:72][CH2:73]1.[CH3:63][CH2:64][CH2:65][CH2:66][CH2:67][CH3:68].[CH3:75][CH2:76][O:77][C:78](=[O:79])[CH3:80].[CH:34](=[O:35])[CH:36]([CH2:37][CH2:38][c:39]1[cH:40][cH:41][c:42]([C:43](=[O:44])[O:45][CH3:46])[cH:47][cH:48]1)[CH2:49][CH2:50][c:51]1[cH:52][cH:53][c:54]([C:55](=[O:56])[O:57][CH3:58])[cH:59][cH:60]1.[Cl-:61].[NH4+:62].[OH2:74].[OH:7][c:8]1[c:9]([CH2:10][P+:11]([c:12]2[cH:13][cH:14][cH:15][cH:16][cH:17]2)([c:18]2[cH:19][cH:20][cH:21][cH:22][cH:23]2)[c:24]2[cH:25][cH:26][cH:27][cH:28][cH:29]2)[cH:30][cH:31][cH:32][cH:33]1>>[OH:7][c:8]1[c:9]([CH:10]=[CH:34][CH:36]([CH2:37][CH2:38][c:39]2[cH:40][cH:41][c:42]([C:43](=[O:44])[O:45][CH3:46])[cH:47][cH:48]2)[CH2:49][CH2:50][c:51]2[cH:52][cH:53][c:54]([C:55](=[O:56])[O:57][CH3:58])[cH:59][cH:60]2)[cH:30][cH:31][cH:32][cH:33]1. Reactants: COC(=O)C=1C(=C2C=C(C(N(C2=C(N1)Br)CC1=CC=CC=C1)=O)C1=CC=CC=C1)O (1-benzyl-8-bromo-5-hydroxy-2-oxo-3-phenyl-1,2-dihydro-[1,7]naphthyridine-6-carboxylic acid methyl ester), C(CCC)[Sn](C=1C=NC=CC1)(CCCC)CCCC (3-tributylstannanyl-pyridine), CCOC(=O)C (EtOAc), Cl (HCl). Reagents/catalysts: Cl[Pd]([P](C1=CC=CC=C1)(C2=CC=CC=C2)C3=CC=CC=C3)([P](C4=CC=CC=C4)(C5=CC=CC=C5)C6=CC=CC=C6)Cl (PdCl2(PPh3)2). The solvent is CN(C)C=O (DMF), [Cl-].[Na+].O (brine). Run at temperature 120 celsius. The product is COC(=O)C=1C(=C2C=C(C(N(C2=C(N1)C=1C=NC=CC1)CC1=CC=CC=C1)=O)C1=CC=CC=C1)O (1-Benzyl-5-hydroxy-2-oxo-3-phenyl-8-pyridin-3-yl-1,2-dihydro-[1,7]naphthyridine-6-carboxylic acid methyl ester). The yield is 62.8%. As a reaction SMILES: [CH3:1][O:2][C:3]([C:5]1[C:6]([OH:30])=[C:7]2[C:12](=[C:13](Br)[N:14]=1)[N:11]([CH2:16][C:17]1[CH:22]=[CH:21][CH:20]=[CH:19][CH:18]=1)[C:10](=[O:23])[C:9]([C:24]1[CH:29]=[CH:28][CH:27]=[CH:26][CH:25]=1)=[CH:8]2)=[O:4].C([Sn](CCCC)(CCCC)[C:36]1[CH:37]=[N:38][CH:39]=[CH:40][CH:41]=1)CCC.CCOC(C)=O.Cl>CN(C=O)C.[Cl-].[Na+].O.Cl[Pd](Cl)([P](C1C=CC=CC=1)(C1C=CC=CC=1)C1C=CC=CC=1)[P](C1C=CC=CC=1)(C1C=CC=CC=1)C1C=CC=CC=1>[CH3:1][O:2][C:3]([C:5]1[C:6]([OH:30])=[C:7]2[C:12](=[C:13]([C:36]3[CH:37]=[N:38][CH:39]=[CH:40][CH:41]=3)[N:14]=1)[N:11]([CH2:16][C:17]1[CH:22]=[CH:21][CH:20]=[CH:19][CH:18]=1)[C:10](=[O:23])[C:9]([C:24]1[CH:29]=[CH:28][CH:27]=[CH:26][CH:25]=1)=[CH:8]2)=[O:4] |f:5.6.7,^1:67,86|. Procedure details: A mixture of 1-benzyl-8-bromo-5-hydroxy-2-oxo-3-phenyl-1,2-dihydro-[1,7]naphthyridine-6-carboxylic acid methyl ester (104 mg, 0.22 mmol), 3-tributylstannanyl-pyridine (0.11 mL, 0.34 mmol) and PdCl2(PPh3)2 (31 mg, 0.045 mmol) in 5 mL of DMF was heated at 120° C. for 2 h under nitrogen atmosphere. After the mixture was cooled to r.t., EtOAc (50 mL) and brine (10 mL) were added. 1M HCl was added with stirring until pH was about 3. The aqueous layer was extracted with additional EtOAc, and the combi... Starting materials: ClC1=C(C=CC(=C1)F)CC(=O)N (2-chloro-4-fluorophenylacetamide), ClC1=C(C(=CC=C1)Cl)CC(=O)N (2,6-dichlorophenylacetamide). Yields the product C1(=CN2CCCC3=CC=CC1=C23)[C@@H]2C(NC([C@H]2C2=C(C=CC=C2Cl)Cl)=O)=O ((±)-Trans-3-(5,6-dihydro-4H-pyrrolo[3,2,1-ij]quinolin-1yl)-4-(2,6-dichlorophenyl) pyrrolidine-2,5-dione). Reaction SMILES: Cl[C:2]1[CH:7]=[C:6](F)[CH:5]=[CH:4][C:3]=1[CH2:9][C:10]([NH2:12])=O.[Cl:13][C:14]1[CH:19]=[CH:18][CH:17]=[C:16]([Cl:20])[C:15]=1[CH2:21][C:22]([NH2:24])=[O:23]>>[C:9]1([C@H:21]2[C@H:21]([C:15]3[C:14]([Cl:13])=[CH:19][CH:18]=[CH:17][C:16]=3[Cl:20])[C:22](=[O:23])[NH:24][C:22]2=[O:23])[C:3]2=[C:4]3[C:5](=[CH:6][CH:7]=[CH:2]2)[CH2:19][CH2:14][CH2:15][N:12]3[CH:10]=1. Reported procedure: (±)-Trans-3-(5,6-dihydro-4H-pyrrolo[3,2,1-ij]quinolin-1yl)-4-(2,6-dichlorophenyl) pyrrolidine-2,5-dione was prepared according to Example 40 replacing 2-chloro-4-fluorophenylacetamide with 2,6-dichlorophenylacetamide. Yield 52.2 mg, 13.0%. 1H NMR (DMSO-d6) 400 MHz δ: 11.82 (s, 1H), 7.34 (m, 3H), 7.10 (d, 1H, J=7.2 Hz), 6.87 (m, 2H), 5.16 (d, 1H J=7.6 Hz), 5.10 (d, 1H, J=7.6 Hz), 2.91 (t, 2H, J=6.0 Hz) 2.10 (m, 2H). Reactants: CSC1=CC=C(C=C1)S(=O)(=O)N1C(CCC1)=O (1-(4-methylthiobenzene-sulphonyl)pyrrolidin-2-one), ClC1=CC(=CC=C1)C(=O)OO (m-chloroperbenzoic acid), aqueous solution, S(=O)([O-])[O-].[Na+].[Na+] (sodium sulphite). The solvent is C(Cl)Cl (methylene chloride), C(Cl)Cl (methylene chloride). Run at time 30 minute. Yields the product CS(=O)C1=CC=C(C=C1)S(=O)(=O)N1C(CCC1)=O (1-[4-(methylsulphinyl)benzenesulphonyl]-2-pyrrolidinone). Yield: 47.2%. Reaction SMILES: ClC1C=CC=C(C(OO)=[O:9])C=1.[CH3:12][S:13][C:14]1[CH:19]=[CH:18][C:17]([S:20]([N:23]2[CH2:27][CH2:26][CH2:25][C:24]2=[O:28])(=[O:22])=[O:21])=[CH:16][CH:15]=1.S([O-])([O-])=O.[Na+].[Na+]>C(Cl)Cl>[CH3:12][S:13]([C:14]1[CH:15]=[CH:16][C:17]([S:20]([N:23]2[CH2:27][CH2:26][CH2:25][C:24]2=[O:28])(=[O:22])=[O:21])=[CH:18][CH:19]=1)=[O:9] |f:2.3.4|. Procedure details: A solution containing 2.41 g of m-chloroperbenzoic acid in 48 cm3 of methylene chloride is added to 3.4 g of 1-(4-methylthiobenzene-sulphonyl)pyrrolidin-2-one prepared as in Example 4 in solution in 34 cm3 of methylene chloride, at a temperature not exceeding 25° C. After agitation at ambient temperature for 30 minutes, the reaction medium is then treated with a 10% aqueous solution of sodium sulphite. The organic phase is separated off, washed with a 5% aqueous solution of sodium bicarbonate, t... The reactants are S([O-])(O)=O.[Na+] (sodium bisulfite), CC1([C@@H](N2[C@H](S1)CC2=O)C(=O)O)C (penicillanic acid), C(C)(=O)OO (peracetic acid), C(C)(=O)OO (peracetic acid), peracid. Solvent: C(C)(=O)OCC (ethyl acetate), O (water), O (water). Conditions: time 3 day. The product is CC1([C@@H](N2[C@H](S1(=O)=O)CC2=O)C(=O)O)C (Penicillanic Acid 1,1-Dioxide). Reaction SMILES: [CH3:1][C:2]1([CH3:13])S[C@@H:5]2[CH2:7][C:8](=[O:9])[N:4]2[C@H:3]1[C:10]([OH:12])=[O:11].C(OO)(=O)C.[S:19](=[O:22])(O)[O-:20].[Na+]>O.C(OCC)(=O)C>[CH3:1][C:2]1([CH3:13])[S:19](=[O:22])(=[O:20])[C@@H:5]2[CH2:7][C:8](=[O:9])[N:4]2[C@H:3]1[C:10]([OH:12])=[O:11] |f:2.3|. Procedure: To a stirred solution of 1.78 g. of penicillanic acid in water, at pH 7.5, was added 1.46 ml. of 40% peracetic acid, followed by an additional 2.94 ml. of 40% peracetic acid 30 minutes later. The reaction mixture was stirred for 3 days at room temperature and then it was diluted with ethyl acetate and water. Solid sodium bisulfite was added to decompose excess peracid, and then the pH was adjusted to 1.5. The ethyl acetate layer was removed, dried (Na2SO4) and evaporated in vacuo. The residue wa... Reactants: COC(=O)CNc1ccc(Br)cn1, C=CC(=O)OC(C)(C)C, CCC#N, CCN(C(C)C)C(C)C, CC(=O)[O-], CC(=O)[O-], [Pd+2]. Yields the product COC(=O)CNc1ccc(C=CC(=O)OC(C)(C)C)cn1. As a reaction SMILES: [Br:1][c:2]1[cH:3][cH:4][c:5]([NH:8][CH2:9][C:10](=[O:11])[O:12][CH3:13])[n:6][cH:7]1.[C:14]([CH:15]=[CH2:16])(=[O:17])[O:18][C:19]([CH3:20])([CH3:21])[CH3:22].[C:32](#[N:33])[CH2:34][CH3:35].[CH:23]([N:24]([CH2:25][CH3:26])[CH:27]([CH3:28])[CH3:29])([CH3:30])[CH3:31].[O-:37][C:38]([CH3:39])=[O:40].[O-:41][C:42]([CH3:43])=[O:44].[Pd+2:36]>>[c:2]1([CH:16]=[CH:15][C:14](=[O:17])[O:18][C:19]([CH3:20])([CH3:21])[CH3:22])[cH:3][cH:4][c:5]([NH:8][CH2:9][C:10](=[O:11])[O:12][CH3:13])[n:6][cH:7]1.